Dataset: the Open Reaction Database (ORD), a public repository of structured organic reaction records. Task: describe an organic reaction: reactants, conditions, products, and yield Starting materials: O (Water), BrC1=CC=C(C=C1)C(C)NCCC(C(C)C)(CC=C)O (3-{2-[1-(4-bromo-phenyl)-ethylamino]-ethyl}-2-methyl-hex-5-en-3-ol), TEA, ClC(Cl)(OC(OC(Cl)(Cl)Cl)=O)Cl (triphosgene). Run in C(Cl)Cl (CH2Cl2). The product is C(C=C)C1(CCN(C(O1)=O)C(C)C1=CC=C(C=C1)Br)C(C)C (6-allyl-3-[1-(4-bromo-phenyl)-ethyl]-6-isopropyl-[1,3]oxazinan-2-one). Isolated yield 21.1%. RXN SMILES: [Br:1][C:2]1[CH:7]=[CH:6][C:5]([CH:8]([NH:10][CH2:11][CH2:12][C:13]([OH:20])([CH2:17][CH:18]=[CH2:19])[CH:14]([CH3:16])[CH3:15])[CH3:9])=[CH:4][CH:3]=1.Cl[C:22](Cl)([O:24]C(=O)OC(Cl)(Cl)Cl)Cl.O>C(Cl)Cl>[CH2:17]([C:13]1([CH:14]([CH3:15])[CH3:16])[O:20][C:22](=[O:24])[N:10]([CH:8]([C:5]2[CH:4]=[CH:3][C:2]([Br:1])=[CH:7][CH:6]=2)[CH3:9])[CH2:11][CH2:12]1)[CH:18]=[CH2:19]. Procedure details: To a solution of 3-{2-[1-(4-bromo-phenyl)-ethylamino]-ethyl}-2-methyl-hex-5-en-3-ol (2.2 g, crude) and TEA (4 eq) in dried CH2Cl2 (60 mL) at 0° C. was added triphosgene (2.12 g, 7.12 mmol). The mixture was stirred at rt till the reaction was over. Water was added, and the layers were separated. The aqueous layer was extracted with CH2Cl2. The combined organic phase was washed with water, dried over Na2SO4, and condensed to give the crude product, which was purified by column to give 6-allyl-3-[1... Reactants: F[C@H]1CN(CC1)CCOC=1C=C(C(=O)OCC)C=CC1 (ethyl 3-({2-[(3R)-3-fluoro-1-pyrrolidinyl]ethyl}oxy)benzoate), Cl (HCl). Reaction conditions: time 2.5 hour. Product: F[C@H]1CN(CC1)CCOC=1C=C(C(=O)O)C=CC1 (3-({2-[(3R)-3-fluoro-1-pyrrolidinyl]ethyl}oxy)benzoic acid). Reaction SMILES: [F:1][C@@H:2]1[CH2:6][CH2:5][N:4]([CH2:7][CH2:8][O:9][C:10]2[CH:11]=[C:12]([CH:18]=[CH:19][CH:20]=2)[C:13]([O:15]CC)=[O:14])[CH2:3]1.Cl>>[F:1][C@@H:2]1[CH2:6][CH2:5][N:4]([CH2:7][CH2:8][O:9][C:10]2[CH:11]=[C:12]([CH:18]=[CH:19][CH:20]=2)[C:13]([OH:15])=[O:14])[CH2:3]1. Procedure details: To the material of ethyl 3-({2-[(3R)-3-fluoro-1-pyrrolidinyl]ethyl}oxy)benzoate D48 (220 mg) was added HCl (0.3 ml, 9.87 mmol) at room temperature. The reaction was stirred at 100° for 2.5 hours. The mixture was concentrated in vacuo. To the residue was added 5 ml of ether and stirred 0.5 hours, filtered and the filtrate was evaporated in vacuo to give the expected product D52 in 160 mg. LCMS Retention time=0.90 mins, [M+H]+254 (5 min run) The reactants are Cl (hydrochloric acid), C(C)(=O)C=1C=CC(=C(C1OCOC)[C@@H]1[C@@H](C1)NC(=O)NC1=NC=C(C=C1)Cl)F ((+,−)-N-(cis-2-(5-Acetyl-2-fluoro-6-methoxymethoxy-phenyl)cyclopropyl)-N′-(5-chloropyrid-2-yl)-urea), O (water). The solvent is O1CCOCC1 (dioxane). Run at time 15 minute. Product: C(C)(=O)C=1C=CC(=C(C1O)[C@@H]1[C@@H](C1)NC(=O)NC1=NC=C(C=C1)Cl)F ((+,−)-N-(cis-2-(5-Acetyl-2-fluoro-6-hydroxyphenyl)-cyclopropyl)-N′-(5-chloropyrid-2-yl)-urea). As a reaction SMILES: [C:1]([C:4]1[CH:5]=[CH:6][C:7]([F:28])=[C:8]([C@H:14]2[CH2:16][C@H:15]2[NH:17][C:18]([NH:20][C:21]2[CH:26]=[CH:25][C:24]([Cl:27])=[CH:23][N:22]=2)=[O:19])[C:9]=1[O:10]COC)(=[O:3])[CH3:2].Cl.O>O1CCOCC1>[C:1]([C:4]1[CH:5]=[CH:6][C:7]([F:28])=[C:8]([C@H:14]2[CH2:16][C@H:15]2[NH:17][C:18]([NH:20][C:21]2[CH:26]=[CH:25][C:24]([Cl:27])=[CH:23][N:22]=2)=[O:19])[C:9]=1[OH:10])(=[O:3])[CH3:2]. Procedure details: (+,−)-N-(cis-2-(5-Acetyl-2-fluoro-6-methoxymethoxy)-cyclopropyl)-N′-(5-chloropyrid-2-yl)-urea (Example 56) was dissolved in dioxane and concentrated hydrochloric acid was added. The solution was stirred for 15 minutes, was diluted water and evaporated. The residue was co-evaporated with water to yield the title product as a solid. 1H-NMR DMSO-d6 δ 1.2 (m, 1H) 1.3-1.5 (m, 1H) 2.0 (q, 1H) 2.6 (s, 3H) 3.4 (m, 1H) 6.8 (t, 1H) 7.4 (d, 1H) 7.7 (m, 1H) 7.8-8.0 (m, 2H) 9.2 (s, 1H) 11.1 (bs, 1H). Starting materials: B, O=C(O)c1ccc2c(c1)Sc1ccccc1CC2=O, C1CCOC1, O. Product: O=C1Cc2ccccc2Sc2cc(CO)ccc21. RXN SMILES: [BH3:20].[O:1]=[C:2]1[c:3]2[c:4]([cH:13][c:14]([C:17](=[O:18])[OH:19])[cH:15][cH:16]2)[S:5][c:6]2[c:7]([cH:9][cH:10][cH:11][cH:12]2)[CH2:8]1.[O:21]1[CH2:22][CH2:23][CH2:24][CH2:25]1.[OH2:26]>>[O:1]=[C:2]1[c:3]2[c:4]([cH:13][c:14]([CH2:17][OH:18])[cH:15][cH:16]2)[S:5][c:6]2[c:7]([cH:9][cH:10][cH:11][cH:12]2)[CH2:8]1.